This data is from the Open Reaction Database (ORD), a public repository of structured organic reaction records. The task is: describe an organic reaction: reactants, conditions, products, and yield Starting materials: C(C)(C)(C)OC(=O)N1CCC(CC1)N1C(=NCC1)C1=CC=CC=C1 (Tert-butyl-4-(2-phenyl-4,5-dihydro-1H-imidazol-1-yl)piperidine-1-carboxylate). Reagents/catalysts: [O-2].[O-2].[O-2].[Ni+3].[Ni+3] (nickel peroxide). Run in C1=CC=CC=C1 (benzene). Conditions: temperature 100 celsius. The product is C1(=CC=CC=C1)C=1N(C=CN1)C1CCN(CC1)C(=O)OC(C)(C)C (tert-butyl 4-(2-phenyl-1H-imidazol-1-yl)piperidine-1-carboxylate). RXN SMILES: [C:1]([O:5][C:6]([N:8]1[CH2:13][CH2:12][CH:11]([N:14]2[CH2:18][CH2:17][N:16]=[C:15]2[C:19]2[CH:24]=[CH:23][CH:22]=[CH:21][CH:20]=2)[CH2:10][CH2:9]1)=[O:7])([CH3:4])([CH3:3])[CH3:2]>C1C=CC=CC=1.[O-2].[O-2].[O-2].[Ni+3].[Ni+3]>[C:19]1([C:15]2[N:14]([CH:11]3[CH2:12][CH2:13][N:8]([C:6]([O:5][C:1]([CH3:4])([CH3:3])[CH3:2])=[O:7])[CH2:9][CH2:10]3)[CH:18]=[CH:17][N:16]=2)[CH:20]=[CH:21][CH:22]=[CH:23][CH:24]=1 |f:2.3.4.5.6|. Procedure details: Tert-butyl-4-(2-phenyl-4,5-dihydro-1H-imidazol-1-yl)piperidine-1-carboxylate (0.1 g) and nickel peroxide was dissolved in dry benzene (20 ml) and refluxed at 100° C. for over-night. Reaction mixture was allowed to come to room temperature, filtered through a celite pad and washed with CHCl3 (2×20 ml). The organic solvent removed under reduced pressure gave an oil, which was purified by column chromatography using ethyl acetate. Evaporation of solvent gave pure product, tert-butyl 4-(2-phenyl-1H-...